Dataset: the Open Reaction Database (ORD), a public repository of structured organic reaction records. Task: describe an organic reaction: reactants, conditions, products, and yield The yield is 20.6%. Starting materials: ClC1=CC2=C(C(NC3=NC=CC=C23)=O)C=C1 (9-Chloro-5H-benzo[c][1,8]naphthyridin-6-one), FC(C=1C=C(C=CC1)CN)(F)F ((3-(trifluoro-methyl)phenyl)methanamine). Reported procedure: The title compound was synthesized according to the procedure described for the preparation of Example 448 using 6 (230 mg, 1.0 mmol) and (3-(trifluoro-methyl)phenyl)methanamine (350 mg, 1.00 mmol) to provide 451 (76 mg, 20% yield) as a white powder. LC-MS (M+H=370, obsd.=370). 1H NMR (400 MHz, DMSO-D6) δ 11.51 (s, 1H), 8.59 (d, J=8.1, 1H), 8.42 (dd, J=1.6, 4.7, 1H), 8.00 (d, J=8.8, 1H), 7.70 (m, 2H), 7.60 (d, J=6.9, 2H), 7.41 (d, J=2.1, 1H), 7.25 (dd, J=4.7, 8.0, 1H), 6.97 (dd, J=2.2, 8.8, 1H),... The product is FC(C=1C=C(CNC2=CC3=C(C(NC4=NC=CC=C34)=O)C=C2)C=CC1)(F)F (9-(3-(Trifluoromethyl)benzylamino)benzo[c][1,8]naphthyridin-6(5H)-one). As a reaction SMILES: Cl[C:2]1[CH:16]=[CH:15][C:5]2[C:6](=[O:14])[NH:7][C:8]3[C:13]([C:4]=2[CH:3]=1)=[CH:12][CH:11]=[CH:10][N:9]=3.[F:17][C:18]([F:28])([F:27])[C:19]1[CH:20]=[C:21]([CH2:25][NH2:26])[CH:22]=[CH:23][CH:24]=1>>[F:17][C:18]([F:27])([F:28])[C:19]1[CH:20]=[C:21]([CH:22]=[CH:23][CH:24]=1)[CH2:25][NH:26][C:2]1[CH:16]=[CH:15][C:5]2[C:6](=[O:14])[NH:7][C:8]3[C:13]([C:4]=2[CH:3]=1)=[CH:12][CH:11]=[CH:10][N:9]=3. Reactants: C(CO)O (ethylene glycol), C(O)([O-])=O.[Na+] (sodium hydrogen carbonate), BrC1=NC=CC(=C1)C=O (2-bromo-4-pyridinecarboxaldehyde), C1(=CC=C(C=C1)S(=O)(=O)O)C (p-toluenesulfonic acid). Solvent: C1=CC=CC=C1 (benzene), O (water). The product is BrC1=NC=CC(=C1)C1OCCO1 (2-bromo-4-(1,3-dioxolan-2-yl)pyridine). The yield is 80.9%. Reaction SMILES: [Br:1][C:2]1[CH:7]=[C:6]([CH:8]=[O:9])[CH:5]=[CH:4][N:3]=1.[CH2:10](O)[CH2:11][OH:12].C1(C)C=CC(S(O)(=O)=O)=CC=1.C(=O)([O-])O.[Na+]>C1C=CC=CC=1.O>[Br:1][C:2]1[CH:7]=[C:6]([CH:8]2[O:12][CH2:11][CH2:10][O:9]2)[CH:5]=[CH:4][N:3]=1 |f:3.4|. Procedure details: 60 g of 2-bromo-4-pyridinecarboxaldehyde was dissolved in 600 ml of benzene, and 40 g of ethylene glycol and 6 g of p-toluenesulfonic acid were put in the solution. The mixture was heated under reflux for 18 hours while water was removed by using a Dean-Stark trap. After the reaction, the reaction mixture was made basic by adding ice and a saturated aqueous solution of sodium hydrogen carbonate. The organic layer was washed with water and dried. The solvent was evaporated. The residue was distil... Reactants: Cn1cc(Br)nc(Nc2ccc(F)c([N+](=O)[O-])c2)c1=O, Cc1c(NC(=O)c2ccc(C(C)(C)C)cc2)cccc1B1OC(C)(C)C(C)(C)O1, COCCOC, [Na+], [Na+], O=C([O-])[O-], c1ccc(P(c2ccccc2)(c2ccccc2)[Pd](P(c2ccccc2)(c2ccccc2)c2ccccc2)(P(c2ccccc2)(c2ccccc2)c2ccccc2)P(c2ccccc2)(c2ccccc2)c2ccccc2)cc1. Reaction SMILES: [Br:1][c:2]1[n:3][c:4]([NH:10][c:11]2[cH:12][c:13]([N+:18](=[O:19])[O-:20])[c:14]([F:17])[cH:15][cH:16]2)[c:5](=[O:9])[n:6]([CH3:8])[cH:7]1.[C:21]([CH3:22])([CH3:23])([CH3:24])[c:25]1[cH:26][cH:27][c:28]([C:29](=[O:30])[NH:31][c:32]2[c:33]([CH3:47])[c:34]([B:38]3[O:39][C:40]([CH3:41])([CH3:42])[C:43]([CH3:44])([CH3:45])[O:46]3)[cH:35][cH:36][cH:37]2)[cH:48][cH:49]1.[CH3:133][O:134][CH2:135][CH2:136][O:137][CH3:138].[Na+:50].[Na+:51].[O-:52][C:53](=[O:54])[O-:55].[cH:56]1[cH:57][cH:58][c:59]([P:60]([Pd:61]([P:62]([c:63]2[cH:64][cH:65][cH:66][cH:67][cH:68]2)([c:69]2[cH:70][cH:71][cH:72][cH:73][cH:74]2)[c:75]2[cH:76][cH:77][cH:78][cH:79][cH:80]2)([P:81]([c:82]2[cH:83][cH:84][cH:85][cH:86][cH:87]2)([c:88]2[cH:89][cH:90][cH:91][cH:92][cH:93]2)[c:94]2[cH:95][cH:96][cH:97][cH:98][cH:99]2)[P:100]([c:101]2[cH:102][cH:103][cH:104][cH:105][cH:106]2)([c:107]2[cH:108][cH:109][cH:110][cH:111][cH:112]2)[c:113]2[cH:114][cH:115][cH:116][cH:117][cH:118]2)([c:119]2[cH:120][cH:121][cH:122][cH:123][cH:124]2)[c:125]2[cH:126][cH:127][cH:128][cH:129][cH:130]2)[cH:131][cH:132]1>>[c:2]1(-[c:34]2[c:33]([CH3:47])[c:32]([NH:31][C:29]([c:28]3[cH:27][cH:26][c:25]([C:21]([CH3:22])([CH3:23])[CH3:24])[cH:49][cH:48]3)=[O:30])[cH:37][cH:36][cH:35]2)[n:3][c:4]([NH:10][c:11]2[cH:12][c:13]([N+:18](=[O:19])[O-:20])[c:14]([F:17])[cH:15][cH:16]2)[c:5](=[O:9])[n:6]([CH3:8])[cH:7]1. Yields the product Cc1c(NC(=O)c2ccc(C(C)(C)C)cc2)cccc1-c1cn(C)c(=O)c(Nc2ccc(F)c([N+](=O)[O-])c2)n1. The reactants are N1(CCCC1)CCN ([2-(1-pyrrolidinyl)ethyl]amine), IC1=CC=C(C=C1)S(=O)(=O)Cl (4-iodobenzenesulfonyl chloride). The product is IC1=CC=C(C=C1)S(=O)(=O)NCCN1CCCC1 (4-iodo-N-[2-(1-pyrrolidinyl)ethyl]benzenesulfonamide). Reaction SMILES: [N:1]1([CH2:6][CH2:7][NH2:8])[CH2:5][CH2:4][CH2:3][CH2:2]1.[I:9][C:10]1[CH:15]=[CH:14][C:13]([S:16](Cl)(=[O:18])=[O:17])=[CH:12][CH:11]=1>>[I:9][C:10]1[CH:15]=[CH:14][C:13]([S:16]([NH:8][CH2:7][CH2:6][N:1]2[CH2:5][CH2:4][CH2:3][CH2:2]2)(=[O:18])=[O:17])=[CH:12][CH:11]=1. Procedure: The title compound was prepared from [2-(1-pyrrolidinyl)ethyl]amine and 4-iodobenzenesulfonyl chloride using a similar procedure to that described for Description 30.